This data is from the Open Reaction Database (ORD), a public repository of structured organic reaction records. The task is: describe an organic reaction: reactants, conditions, products, and yield Yields the product CC(C)(C)OC(=O)CC(O)CC(O)c1ccccc1. Reactants: [BH3-]C#N, CC(C)[O-], CC(C)[O-], CC(C)[O-], [Cl-], [Na+], [Ti+4], CC(C)(C)OC(=O)CC(=O)CC(O)c1ccccc1. As a reaction SMILES: [C:20]([BH3-:21])#[N:22].[CH3:24][CH:25]([CH3:26])[O-:27].[CH3:28][CH:29]([CH3:30])[O-:31].[CH3:32][CH:33]([CH3:34])[O-:35].[Cl-:36].[Na+:23].[Ti+4:37].[c:1]1([CH:7]([CH2:8][C:9]([CH2:10][C:11](=[O:12])[O:13][C:14]([CH3:15])([CH3:16])[CH3:17])=[O:18])[OH:19])[cH:2][cH:3][cH:4][cH:5][cH:6]1>>[c:1]1([CH:7]([CH2:8][CH:9]([CH2:10][C:11](=[O:12])[O:13][C:14]([CH3:15])([CH3:16])[CH3:17])[OH:18])[OH:19])[cH:2][cH:3][cH:4][cH:5][cH:6]1. The reactants are C(C)(=O)NC(C(=O)OC)CC1=CC(=C(C(=C1)C)N)Cl (methyl 2-acetylamino-3-(4-amino-3-chloro-5-methyl-phenyl)-propionate), [OH-].[Na+] (NaOH), O.O.P(=O)(O)([O-])[O-].[Na+].[Na+] (disodium hydrogen phosphate dihydrate), O.O.P(=O)(O)(O)[O-].[Na+] (sodium dihydrogen phosphate dihydrate), C([O-])([O-])=O.[K+].[K+] (potassium carbonate). Run in CC(=O)C (acetone), O (water). Reaction conditions: temperature 37 celsius. The product is C(C)(=O)N[C@@H](C(=O)OC)CC1=CC(=C(C(=C1)C)N)Cl (methyl (R)-2-acetylamino-3-(4-amino-3-chloro-5-methyl-phenyl)-propionate). RXN SMILES: O.O.P([O-])([O-])(O)=O.[Na+].[Na+].O.O.P([O-])(O)(O)=O.[Na+].[C:18]([NH:21][CH:22]([CH2:27][C:28]1[CH:33]=[C:32]([CH3:34])[C:31]([NH2:35])=[C:30]([Cl:36])[CH:29]=1)[C:23]([O:25][CH3:26])=[O:24])(=[O:20])[CH3:19].[OH-].[Na+].C(=O)([O-])[O-].[K+].[K+]>O.CC(C)=O>[C:18]([NH:21][C@H:22]([CH2:27][C:28]1[CH:33]=[C:32]([CH3:34])[C:31]([NH2:35])=[C:30]([Cl:36])[CH:29]=1)[C:23]([O:25][CH3:26])=[O:24])(=[O:20])[CH3:19] |f:0.1.2.3.4,5.6.7.8,10.11,12.13.14|. Procedure details: 22 mL Alcalase 2.4 L FG (Novozymes ANS; DK 2880 Bagsvaerd) were added to a solution of 27.3 g (178 mmol) disodium hydrogen phosphate dihydrate in 1000 mL water at 37° C. and the pH was adjusted to 7.5 by the addition of sodium dihydrogen phosphate dihydrate. Then 21.1 g (74 mmol) methyl 2-acetylamino-3-(4-amino-3-chloro-5-methyl-phenyl)-propionate dissolved in 210 mL acetone was added dropwise with stirring at 37° C. The pH of the reaction mixture was kept constantly in the range from pH 7.4 to ... The reactants are ClC1=C(C(N(C=C1)C1=C(C=CC=C1F)F)=O)C=O (4-chloro-1-(2,6-difluorophenyl)-2-oxo-1,2-dihydropyridine-3-carbaldehyde), Cl.NO (hydroxylamine hydrochloride), Cl (hydrochloric acid). The solvent is CC(C)O (2-propanol). Conditions: temperature 100 celsius. Yields the product ClC1=C(C(N(C=C1)C1=C(C=CC=C1F)F)=O)C=NO (4-chloro-1-(2,6-difluorophenyl)-3-((hydroxyimino)methyl)pyridin-2(1H)-one). The yield is 70.8%. RXN SMILES: [Cl:1][C:2]1[CH:7]=[CH:6][N:5]([C:8]2[C:13]([F:14])=[CH:12][CH:11]=[CH:10][C:9]=2[F:15])[C:4](=[O:16])[C:3]=1[CH:17]=O.Cl.[NH2:20][OH:21].Cl>CC(O)C>[Cl:1][C:2]1[CH:7]=[CH:6][N:5]([C:8]2[C:13]([F:14])=[CH:12][CH:11]=[CH:10][C:9]=2[F:15])[C:4](=[O:16])[C:3]=1[CH:17]=[N:20][OH:21] |f:1.2|. Reported procedure: A mixture of 4-chloro-1-(2,6-difluorophenyl)-2-oxo-1,2-dihydropyridine-3-carbaldehyde obtained in Step C (1.07 g), hydroxylamine hydrochloride (414 mg), conc. hydrochloric acid (0.0120 mL) and 2-propanol (10 mL) was heated at 100° C. for 2 hr, and cooled to room temperature. The resulting solid was collected by filtration, and dried under reduced pressure to give the title compound (800 mg). Reactants: C(C)(C)(C)OC(C1=C(C=CC(=C1)N)OC(C)(C)C)=O (5-Amino-2-tert-butoxy-benzoic acid tert-butyl ester), C(C)(=O)NC(C(=O)O)CS (2-acetylamino-3-mercapto-propionic acid), OC1=CC=CC=2NN=NC21 (hydroxybenzotriazole), C1CCC(CC1)N=C=NC2CCCCC2 (DCC). Run in CN(C=O)C (dimethylformamide), C(C)(=O)OCC (ethyl acetate). Run at temperature 0 celsius, time 1 hour. Product: C(C)(=O)NC(C(=O)NC=1C=CC(=C(C(=O)O)C1)O)CS (5-(2-Acetylamino-3-mercapto-propionylamino)-2-hydroxy-benzoic acid), crude residue. Yield: 78.0%. RXN SMILES: [C:1]([NH:4][CH:5]([CH2:9][SH:10])[C:6]([OH:8])=O)(=[O:3])[CH3:2].OC1C2N=NNC=2C=CC=1.C1CCC(N=C=NC2CCCCC2)CC1.C([O:40][C:41](=[O:54])[C:42]1[CH:47]=[C:46]([NH2:48])[CH:45]=[CH:44][C:43]=1[O:49]C(C)(C)C)(C)(C)C>CN(C)C=O.C(OCC)(=O)C>[C:1]([NH:4][CH:5]([CH2:9][SH:10])[C:6]([NH:48][C:46]1[CH:45]=[CH:44][C:43]([OH:49])=[C:42]([CH:47]=1)[C:41]([OH:54])=[O:40])=[O:8])(=[O:3])[CH3:2]. Reported procedure: To the solution of 2-acetylamino-3-mercapto-propionic acid (3.0 mmol) in 50 mL of dimethylformamide, hydroxybenzotriazole (3.3 mmol) and DCC (3.3 mmol) were added with stirring at 0° C. for 1 h. To the reaction mixture, 4 or 5-amino-2-tert-butoxy-benzoic acid tert-butyl ester (3) (3.0 mmol) was added and stirred mechanically for 3 h at 0° C. and 72 h at room temperature. After filtration, the filtrate was evaporated under reduced pressure to remove the solvent. The oily residue thus obtained was... RXN SMILES: [C:1]([CH3:2])([CH3:3])([CH3:4])[NH:5][c:6]1[n:7][c:8]([Cl:13])[n:9][cH:10][c:11]1[F:12].[CH3:22][N:23]1[CH2:24][CH2:25][CH2:26][C:27]1=[O:28].[NH2:14][CH2:15][c:16]1[cH:17][cH:18][cH:19][cH:20][cH:21]1>>[C:1]([CH3:2])([CH3:3])([CH3:4])[NH:5][c:6]1[n:7][c:8]([NH:14][CH2:15][c:16]2[cH:17][cH:18][cH:19][cH:20][cH:21]2)[n:9][cH:10][c:11]1[F:12]. The reactants are CC(C)(C)Nc1nc(Cl)ncc1F, CN1CCCC1=O, NCc1ccccc1. Product: CC(C)(C)Nc1nc(NCc2ccccc2)ncc1F. The reactants are N1C(=NC2=C1C=CC=C2)C2=C1C=3C=CC(=CC3C(C1=CC=C2)=NO)Br (5-(1H-benzimidazol-2-yl)-2-bromo -9H-fluoren-9-one oxime), C(C)O (ethanol), C(C)(=O)O (acetic acid). Reagents/catalysts: [Zn] (zinc). The solvent is O (water). Conditions: time 19 hour. Product: N1C(=NC2=C1C=CC=C2)C2=C1C=3C=CC(=CC3C(C1=CC=C2)N)Br (5-(1H-benzimidazol-2-yl)-2-bromo-9H-fluorene-9(R,S)-amine). The yield is 224.0%. As a reaction SMILES: [NH:1]1[C:5]2[CH:6]=[CH:7][CH:8]=[CH:9][C:4]=2[N:3]=[C:2]1[C:10]1[CH:22]=[CH:21][CH:20]=[C:19]2[C:11]=1[C:12]1[CH:13]=[CH:14][C:15]([Br:25])=[CH:16][C:17]=1[C:18]2=[N:23]O.C(O)C.C(O)(=O)C>O.[Zn]>[NH:1]1[C:5]2[CH:6]=[CH:7][CH:8]=[CH:9][C:4]=2[N:3]=[C:2]1[C:10]1[CH:22]=[CH:21][CH:20]=[C:19]2[C:11]=1[C:12]1[CH:13]=[CH:14][C:15]([Br:25])=[CH:16][C:17]=1[CH:18]2[NH2:23]. Procedure: Place 500 mg of 5-(1H-benzimidazol-2-yl)-2-bromo -9H-fluoren-9-one oxime (Z,E) in suspension in a mixture of 3.5 ml of water, 7 ml of ethanol and 3.5 ml of acetic acid. Add 335 mg of powdered zinc and stir at room temperature for 19 hours. The insoluble residues are filtered over sintered glass and rinsed with ethanol. Evaporation of the solvent under reduced pressure is a colourless foam which is taken up in suspension in 100 ml of water. The pH of the supernatant is then brought to 9 by the ad... The reactants are C(C)(C)(C)OC(=O)N1CCC=2C(=NNC2CC1)C1=CC=C(C=C1)Cl (3-(4-chloro-phenyl)-4,5,7,8-tetrahydro-1H-1,2,6-triaza-azulene-6-carboxylic acid tert-butyl ester), CC1=C(CCl)C(=CC=C1)C (2,6-dimethylbenzyl chloride). Yields the product ClC1=CC=C(C=C1)C1=NN(C=2CCNCCC12)CC1=C(C=CC=C1C)C (3-(4-Chloro-phenyl)-1-(2,6-dimethyl-benzyl)-1,4,5,6,7,8-hexahydro-1,2,6-triaza-azulene). Isolated yield 24.6%. As a reaction SMILES: C(OC([N:8]1[CH2:17][CH2:16][C:15]2[NH:14][N:13]=[C:12]([C:18]3[CH:23]=[CH:22][C:21]([Cl:24])=[CH:20][CH:19]=3)[C:11]=2[CH2:10][CH2:9]1)=O)(C)(C)C.[CH3:25][C:26]1[CH:33]=[CH:32][CH:31]=[C:30]([CH3:34])[C:27]=1[CH2:28]Cl>>[Cl:24][C:21]1[CH:20]=[CH:19][C:18]([C:12]2[C:11]3[CH2:10][CH2:9][NH:8][CH2:17][CH2:16][C:15]=3[N:14]([CH2:28][C:27]3[C:30]([CH3:34])=[CH:31][CH:32]=[CH:33][C:26]=3[CH3:25])[N:13]=2)=[CH:23][CH:22]=1. Procedure details: The title compound (0.018 g) was prepared from 3-(4-chloro-phenyl)-4,5,7,8-tetrahydro-1H-1,2,6-triaza-azulene-6-carboxylic acid tert-butyl ester (Example 103, step B; 0.2 mmol) using 2,6-dimethylbenzyl chloride (0.3 mmol) in place of 2-chloromethyl-thiophene. MS (ESI): exact mass calculated for C22H24ClN3, 365.17. found, m/z 366.2 [M+H]+. 1H NMR (500 MHz, CD3OD): 7.48-7.45 (m, 4H), 7.17-7.15 (br m, 1H), 7.11-7.09 (m, 2H), 5.51 (s, 2H), 3.43-3.41 (br m, 2H), 3.39-3.37 (br m, 2H), 3.31-3.29 (br m,... Reactants: C(C)(C)(C)OC(NC1C(OCC1)(C)C)=O ((2,2-Dimethyl-tetrahydro-furan-3-yl)-carbamic acid tert-butyl ester), Cl (HCl). The solvent is CO (MeOH). Reaction conditions: time 8 hour. Product: Cl.CC1(OCCC1N)C (2,2-dimethyl-tetrahydrofuran-3-ylamine hydrochloride). As a reaction SMILES: C(OC(=O)[NH:7][CH:8]1[CH2:12][CH2:11][O:10][C:9]1([CH3:14])[CH3:13])(C)(C)C.[ClH:16]>CO>[ClH:16].[CH3:13][C:9]1([CH3:14])[CH:8]([NH2:7])[CH2:12][CH2:11][O:10]1 |f:3.4|. Procedure details: (2,2-Dimethyl-tetrahydro-furan-3-yl)-carbamic acid tert-butyl ester (266 mg, 1.10 mmol) was dissolved in a solution of HCl in MeOH (pre-generated from MeOH (8 mL) and acetyl chloride (2 mL)) and stirred at room temperature overnight. The reaction mixture was concentrated to afford 193 mg of 2,2-dimethyl-tetrahydrofuran-3-ylamine hydrochloride as a hydroscopic white solid which was used without further purification. Reactants: S(=S)(=O)([O-])[O-].[Na+].[Na+] (sodium thiosulfate), C(CCC)OCCOC1=CC=C(C=C1)C=1C=CC2=C(C=C(CCN2CC(C)C)C(=O)NC2=CC=C(C=C2)SCC2=CN=C3N2C(=CC=C3)C)C1 (7-[4-(2-butoxyethoxy)phenyl]-1-isobutyl-N-[4-[[(5-methylimidazo[1,2-a]pyridin-3-yl)methyl]thio]phenyl]-2,3-dihydro-1H-1-benzazepine-4-carboxamide), ClC1=CC(=CC=C1)C(=O)OO (3-chloroperbenzoic acid). The solvent is ClCCl (dichloromethane), ClCCl (dichloromethane). Reaction conditions: temperature -78 celsius, time 1 hour. Product: C(CCC)OCCOC1=CC=C(C=C1)C=1C=CC2=C(C=C(CCN2CC(C)C)C(=O)NC2=CC=C(C=C2)S(=O)CC2=CN=C3N2C(=CC=C3)C)C1 (7-[4-(2-butoxyethoxy)phenyl]-1-isobutyl-N-[4-[[(5-methylimidazo[1,2-a]pyridin-3-yl)methyl]sulfinyl]phenyl]-2,3-dihydro-1H-1-benzazepine-4-carboxamide). The yield is 88.7%. As a reaction SMILES: [CH2:1]([O:5][CH2:6][CH2:7][O:8][C:9]1[CH:14]=[CH:13][C:12]([C:15]2[CH:16]=[CH:17][C:18]3[N:24]([CH2:25][CH:26]([CH3:28])[CH3:27])[CH2:23][CH2:22][C:21]([C:29]([NH:31][C:32]4[CH:37]=[CH:36][C:35]([S:38][CH2:39][C:40]5[N:44]6[C:45]([CH3:49])=[CH:46][CH:47]=[CH:48][C:43]6=[N:42][CH:41]=5)=[CH:34][CH:33]=4)=[O:30])=[CH:20][C:19]=3[CH:50]=2)=[CH:11][CH:10]=1)[CH2:2][CH2:3][CH3:4].ClC1C=CC=C(C(OO)=[O:59])C=1.S([O-])([O-])(=O)=S.[Na+].[Na+]>ClCCl>[CH2:1]([O:5][CH2:6][CH2:7][O:8][C:9]1[CH:10]=[CH:11][C:12]([C:15]2[CH:16]=[CH:17][C:18]3[N:24]([CH2:25][CH:26]([CH3:27])[CH3:28])[CH2:23][CH2:22][C:21]([C:29]([NH:31][C:32]4[CH:33]=[CH:34][C:35]([S:38]([CH2:39][C:40]5[N:44]6[C:45]([CH3:49])=[CH:46][CH:47]=[CH:48][C:43]6=[N:42][CH:41]=5)=[O:59])=[CH:36][CH:37]=4)=[O:30])=[CH:20][C:19]=3[CH:50]=2)=[CH:13][CH:14]=1)[CH2:2][CH2:3][CH3:4] |f:2.3.4|. Reported procedure: To a solution of 7-[4-(2-butoxyethoxy)phenyl]-1-isobutyl-N-[4-[[(5-methylimidazo[1,2-a]pyridin-3-yl)methyl]thio]phenyl]-2,3-dihydro-1H-1-benzazepine-4-carboxamide (1.157 g) in dichloromethane (10 ml) was added 3-chloroperbenzoic acid (70%, 0.50 g) in dichloromethane (10 ml) at −78° C. The mixture was stirred for 1 hour at −78° C., an aqueous solution of sodium thiosulfate was added to the mixture, and the mixture was stirred at room temperature for 10 minutes. The mixture was extracted with ethy...